describe an organic reaction: reactants, conditions, products, and yield From a dataset of the Open Reaction Database (ORD), a public repository of structured organic reaction records. Reactants: [Cl-].[NH4+] (ammonium chloride), BrC=1C=C(C=O)C=CC1OCC (3-bromo-4-ethoxybenzaldehyde), [Mg] (magnesium), BrC1=CC=C(C=C1)CC (1-bromo-4-ethylbenzene). The solvent is C1CCOC1 (THF), C1CCOC1 (THF). Reaction conditions: temperature 0 celsius, time 1.5 hour. The product is BrC=1C=C(C=CC1OCC)C(O)C1=CC=C(C=C1)CC ((3-Bromo-4-ethoxyphenyl)-(4-ethyl-phenyl)methanol). The yield is 87.2%. RXN SMILES: [Mg].Br[C:3]1[CH:8]=[CH:7][C:6]([CH2:9][CH3:10])=[CH:5][CH:4]=1.[Br:11][C:12]1[CH:13]=[C:14]([CH:17]=[CH:18][C:19]=1[O:20][CH2:21][CH3:22])[CH:15]=[O:16].[Cl-].[NH4+]>C1COCC1>[Br:11][C:12]1[CH:13]=[C:14]([CH:15]([C:3]2[CH:8]=[CH:7][C:6]([CH2:9][CH3:10])=[CH:5][CH:4]=2)[OH:16])[CH:17]=[CH:18][C:19]=1[O:20][CH2:21][CH3:22] |f:3.4|. Reported procedure: THF (10 mL) was added to magnesium (353 mg, 14.5 mmol), and furthermore 1-bromo-4-ethylbenzene (2 mL, 14.5 mmol) was added dropwise thereto and the mixture was heated to reflux for one hour. The reaction mixture was cooled to 0° C., and a solution of 3-bromo-4-ethoxybenzaldehyde (2.21 g, 9.68 mmol) in THF (5 mL) was added thereto and the reaction mixture was stirred at the same temperature for 1.5 hours. To the reaction mixture, a saturated ammonium chloride aqueous solution was added and the re...